From a dataset of the Open Reaction Database (ORD), a public repository of structured organic reaction records. describe an organic reaction: reactants, conditions, products, and yield The reactants are C1(=CC=CC=C1)C1=NC=C(C=N1)C(=O)O (2-phenyl-pyrimidine-5-carboxylic acid), ON1N=NC2=C1C=CC=C2 (1-hydroxybenzotriazole), CN(CCCN=C=NCC)C (3-(dimethylamino)propyl-3-ethylcarbodiimide), CCN(C(C)C)C(C)C (DIPEA), CN(N)C1=NC=C(C=C1)C(F)(F)F (N-methyl-N-(5-trifluoromethyl-pyridin-2-yl)-hydrazine). The solvent is C(Cl)Cl (DCM). Conditions: time 18 hour. Yields the product CN(NC(=O)C=1C=NC(=NC1)C1=CC=CC=C1)C1=NC=C(C=C1)C(F)(F)F (2-phenyl-pyrimidine-5-carboxylic acid N′-methyl-N′-[5-trifluoromethyl-pyridin-2-yl]-hydrazide). Yield: 97.4%. Reaction SMILES: [C:1]1([C:7]2[N:12]=[CH:11][C:10]([C:13]([OH:15])=O)=[CH:9][N:8]=2)[CH:6]=[CH:5][CH:4]=[CH:3][CH:2]=1.ON1C2C=CC=CC=2N=N1.CN(C)CCCN=C=NCC.CCN(C(C)C)C(C)C.[CH3:46][N:47]([C:49]1[CH:54]=[CH:53][C:52]([C:55]([F:58])([F:57])[F:56])=[CH:51][N:50]=1)[NH2:48]>C(Cl)Cl>[CH3:46][N:47]([C:49]1[CH:54]=[CH:53][C:52]([C:55]([F:58])([F:56])[F:57])=[CH:51][N:50]=1)[NH:48][C:13]([C:10]1[CH:11]=[N:12][C:7]([C:1]2[CH:2]=[CH:3][CH:4]=[CH:5][CH:6]=2)=[N:8][CH:9]=1)=[O:15]. Procedure: To a solution of 2-phenyl-pyrimidine-5-carboxylic acid (100 mg, 0.52 mmol), 1-hydroxybenzotriazole (77 mg, 0.57 mmol), 1-[3-(dimethylamino)propyl-3-ethylcarbodiimide (111 mg, 0.57 mmol) and DIPEA (0.57 mmol) in DCM (5 mL) is added N-methyl-N-(5-trifluoromethyl-pyridin-2-yl)-hydrazine (109 mg, 0.57 mmol). The reaction mixture is stirred at rt for 18 hours and then concentrated. The residue is purified by silica gel chromatography eluting with 10-75% EtOAc in heptane to afford 2-phenyl-pyrimidine-... The reactants are O (Water), CC(C)([O-])C.[K+] (potassium tert-butoxide), C(C1=CC=CC=C1)N(CCO)CC1=NC=C(N=C1Cl)N(C(C)C)C (2-[benzyl({3-chloro-5-[methyl(1-methylethyl)amino]pyrazin-2-yl}methyl)amino]ethanol). Solvent: CN(C)C=O (DMF), CN(C)C=O (DMF). Conditions: time 1.5 hour. The product is C(C1=CC=CC=C1)N1CCOC2=C(C1)N=CC(=N2)N(C(C)C)C (8-benzyl-N-methyl-N-(1-methylethyl)-6,7,8,9-tetrahydropyrazino[2,3-f][1,4]oxazepin-3-amine). Yield: 81.3%. RXN SMILES: CC(C)([O-])C.[K+].[CH2:7]([N:14]([CH2:18][C:19]1[C:24](Cl)=[N:23][C:22]([N:26]([CH3:30])[CH:27]([CH3:29])[CH3:28])=[CH:21][N:20]=1)[CH2:15][CH2:16][OH:17])[C:8]1[CH:13]=[CH:12][CH:11]=[CH:10][CH:9]=1.O>CN(C=O)C>[CH2:7]([N:14]1[CH2:18][C:19]2[N:20]=[CH:21][C:22]([N:26]([CH3:30])[CH:27]([CH3:29])[CH3:28])=[N:23][C:24]=2[O:17][CH2:16][CH2:15]1)[C:8]1[CH:13]=[CH:12][CH:11]=[CH:10][CH:9]=1 |f:0.1|. Reported procedure: To a solution of potassium tert-butoxide (5.8 g) in DMF (45 mL) was added dropwise a solution of 2-[benzyl({3-chloro-5-[methyl(1-methylethyl)amino]pyrazin-2-yl}methyl)amino]ethanol (15.1 g) in DMF (30 mL) at 0° C., and the mixture was stirred for 1.5 hr. Water (150 ml) was added, and the mixture was extracted with ethyl acetate. The aqueous layer was extracted again with ethyl acetate. The combined organic layer was washed with water and saturated brine, dried over magnesium sulfate, and concent... Reactants: ClCCl, CC1(C)OC(=O)CC(=O)O1, CN(C)c1ccncc1, O=C(O)Cc1cc(F)c(F)cc1F, CN(C)C=O, O=C(O)C(=O)O. Yields the product CC1(C)OC(=O)C(=C(O)Cc2cc(F)c(F)cc2F)C(=O)O1. Reaction SMILES: [CH2:44]([Cl:45])[Cl:46].[CH3:25][C:26]1([CH3:34])[O:27][C:28](=[O:33])[CH2:29][C:30](=[O:32])[O:31]1.[CH3:35][N:36]([CH3:37])[c:38]1[cH:39][cH:40][n:41][cH:42][cH:43]1.[F:1][c:2]1[c:3]([CH2:10][C:11](=[O:12])[OH:13])[cH:4][c:5]([F:9])[c:6]([F:8])[cH:7]1.[O:20]=[CH:21][N:22]([CH3:23])[CH3:24].[OH:14][C:15]([C:16](=[O:17])[OH:18])=[O:19]>>[F:1][c:2]1[c:3]([CH2:10][C:11]([OH:13])=[C:29]2[C:28](=[O:33])[O:27][C:26]([CH3:25])([CH3:34])[O:31][C:30]2=[O:32])[cH:4][c:5]([F:9])[c:6]([F:8])[cH:7]1. As a reaction SMILES: [F:1][C:2]1[CH:12]=[C:11]([CH3:13])[C:10]([F:14])=[CH:9][C:3]=1[C:4]([O:6][CH2:7][CH3:8])=[O:5].[Br:15]N1C(=O)CCC1=O.C(OOC(=O)C1C=CC=CC=1)(=O)C1C=CC=CC=1.S([O-])([O-])(=O)=S.[Na+].[Na+].C(N(CC)C(C)C)(C)C.P([O-])(OCC)(OCC)=O.Cl>ClC(Cl)C.C(OCC)(=O)C.O>[Br:15][CH2:13][C:11]1[C:10]([F:14])=[CH:9][C:3]([C:4]([O:6][CH2:7][CH3:8])=[O:5])=[C:2]([F:1])[CH:12]=1 |f:3.4.5|. Reaction conditions: temperature 70 celsius. Reactants: C(C1=CC=CC=C1)(=O)OOC(C1=CC=CC=C1)=O (benzoyl peroxide), FC1=C(C(=O)OCC)C=C(C(=C1)C)F (ethyl 2,5-difluoro-4-methylbenzoate), BrN1C(CCC1=O)=O (N-bromosuccinimide), BrN1C(CCC1=O)=O (N-bromosuccinimide), P(=O)(OCC)(OCC)[O-] (diethyl phosphate), Cl (hydrochloric acid), C(C)(C)N(C(C)C)CC (N,N-diisopropylethylamine), C(C1=CC=CC=C1)(=O)OOC(C1=CC=CC=C1)=O (benzoyl peroxide), S(=S)(=O)([O-])[O-].[Na+].[Na+] (sodium thiosulfate). The yield is 72.5%. Run in ClC(C)Cl (dichloroethane), C(C)(=O)OCC (ethyl acetate), O (water). Product: BrCC1=CC(=C(C(=O)OCC)C=C1F)F (Ethyl 4-(bromomethyl)-2,5-difluorobenzoate). Procedure details: To a solution of ethyl 2,5-difluoro-4-methylbenzoate (Preparation 12, 450 mg, 2.25 mmol) in dichloroethane (10 mL) was added N-bromosuccinimide (520 mg, 2.92 mmol) followed by benzoyl peroxide (54 mg, 0.025 mmol). The reaction was heated at 70° C. for 5 hours then benzoyl peroxide (54 mg, 0.025 mmol) followed by N-bromosuccinimide were added. The reaction was heated at 70° C. for 3 days, then an aqueous solution of sodium thiosulfate (10 mL) and water (30 mL) were added. The organic phase was ex... The reactants are CCOC(=O)c1cnc(Cc2ccc(Cl)c(Cl)c2)nc1O, O=P(Cl)(Cl)Cl. Yields the product CCOC(=O)c1cnc(Cc2ccc(Cl)c(Cl)c2)nc1Cl. As a reaction SMILES: [OH:1][c:2]1[n:3][c:4]([CH2:13][c:14]2[cH:15][c:16]([Cl:21])[c:17]([Cl:20])[cH:18][cH:19]2)[n:5][cH:6][c:7]1[C:8](=[O:9])[O:10][CH2:11][CH3:12].[P:22]([Cl:23])([Cl:24])([Cl:25])=[O:26]>>[c:2]1([Cl:24])[n:3][c:4]([CH2:13][c:14]2[cH:15][c:16]([Cl:21])[c:17]([Cl:20])[cH:18][cH:19]2)[n:5][cH:6][c:7]1[C:8](=[O:9])[O:10][CH2:11][CH3:12]. Conditions: time 60 minute. Run in Cl (HCl). As a reaction SMILES: N[C:2]1([C:14]2[CH:19]=[CH:18][CH:17]=[CH:16][CH:15]=2)[C:10]2[C:5](=[N:6][C:7](N)=[C:8]([C:11]#[N:12])[CH:9]=2)[O:4][NH:3]1.[N:20]([O-])=O.[Na+].[OH2:24]>Cl>[NH2:20][C:9]1[C:8]([C:11]#[N:12])=[C:7]([OH:24])[N:6]=[C:5]2[O:4][N:3]=[C:2]([C:14]3[CH:19]=[CH:18][CH:17]=[CH:16][CH:15]=3)[C:10]=12 |f:1.2|. Yields the product NC1=C2C(=NC(=C1C#N)O)ON=C2C2=CC=CC=C2 (4-Amino-6-hydroxy-3-phenyl-isoxazolo [5,4-b] pyridine-5-carbonitrile). Procedure details: 0.4 g (1.59 mmole) of 3,6-diamino-5-cyano-3-phenyl-isoxazolo [5,4-b] pyridine (4a) is dissolved in 25 ml of 6 N HCl in heat. Then 5 ml of H2O is added and mixed drop by drop with a solution of 0.4 g of NaNO2 in 5 ml of H2O. The solution is heated to boiling for 60 minutes. The precipitate is sucked off (removed) hot. The yield is 0.2 g (50 percent) of colorless plates, from glacial acetic acid, having a melting point of 251° C. Reactants: O (H2O), N(=O)[O-].[Na+] (NaNO2), O (H2O), NC1(NOC2=NC(=C(C=C21)C#N)N)C2=CC=CC=C2 (3,6-diamino-5-cyano-3-phenyl-isoxazolo [5,4-b] pyridine). Reactants: CC=1OC2=C(N1)C=CC(=C2)[N+](=O)[O-] (2-methyl-6-nitrobenzoxazole). Reagents/catalysts: [Fe] (iron), [Fe] (iron). Run in CC(=O)O (AcOH). Reaction conditions: time 15 minute. Product: CC=1OC2=C(N1)C=CC(=C2)N (2-Methyl-6-aminobenzoxazole). Isolated yield 83.2%. Reaction SMILES: [CH3:1][C:2]1[O:3][C:4]2[CH:10]=[C:9]([N+:11]([O-])=O)[CH:8]=[CH:7][C:5]=2[N:6]=1>CC(O)=O.[Fe]>[CH3:1][C:2]1[O:3][C:4]2[CH:10]=[C:9]([NH2:11])[CH:8]=[CH:7][C:5]=2[N:6]=1. Reported procedure: To a solution of 2-methyl-6-nitrobenzoxazole (100 mg, 0.560 mmol) in AcOH (2 mL) was added iron powder (325 mesh, 63.0 mg, 1.12 mmol) at 70° C. in a single portion. After 15 min at 70° C. additional iron powder (325 mesh, 63.0 mg, 1.12 mmol) was added and stirring was continued for 15 min. The mixture was cooled and concentrated under reduced pressure. The resulting residue was taken up into EtOAc and washed with sat. Na2CO3 followed by H2O. The organic layer was dried over MgSO4, concentrated u... The reactants are C(CCC)OC(=O)C=1C(=C2C(=C(N1)Br)SN=C2C)O (7-bromo-4-hydroxy-3-methyl-isothiazolo[5,4-c]pyridine-5-carboxylic acid butyl ester), C(CCC)[Sn](C=1C=NC=CC1)(CCCC)CCCC (3-(tributylstannyl)pyridine). Product: C(CCC)OC(=O)C=1C(=C2C(=C(N1)C=1C=NC=CC1)SN=C2C)O (4-Hydroxy-3-methyl-7-pyridin-3-yl-isothiazolo[5,4-c]pyridine-5-carboxylic acid butyl ester). RXN SMILES: [CH2:1]([O:5][C:6]([C:8]1[C:9]([OH:19])=[C:10]2[C:17]([CH3:18])=[N:16][S:15][C:11]2=[C:12](Br)[N:13]=1)=[O:7])[CH2:2][CH2:3][CH3:4].C([Sn](CCCC)(CCCC)[C:25]1[CH:26]=[N:27][CH:28]=[CH:29][CH:30]=1)CCC>>[CH2:1]([O:5][C:6]([C:8]1[C:9]([OH:19])=[C:10]2[C:17]([CH3:18])=[N:16][S:15][C:11]2=[C:12]([C:25]2[CH:26]=[N:27][CH:28]=[CH:29][CH:30]=2)[N:13]=1)=[O:7])[CH2:2][CH2:3][CH3:4]. Procedure: The title compound was synthesized in analogy Example 3 from 7-bromo-4-hydroxy-3-methyl-isothiazolo[5,4-c]pyridine-5-carboxylic acid butyl ester and 3-(tributylstannyl)pyridine: MS (m/z) 344.2 (M+1).